Dataset: the Open Reaction Database (ORD), a public repository of structured organic reaction records. Task: describe an organic reaction: reactants, conditions, products, and yield Reactants: C(C)(C)(C)OC(=O)N1C2CC(CC1CC2)(C2=CC1=CC=CC=C1C=C2)O (3-Hydroxy-3-naphthalen-2-yl-8-aza-bicyclo[3.2.1]octane-8-carboxylic acid tert-butyl ester), C(=O)(C(F)(F)F)O (TFA). The solvent is C(Cl)Cl (CH2Cl2). Yields the product C1=C(C=CC2=CC=CC=C12)C1=CC2CCC(C1)N2 (3-Naphthalen-2-yl-8-aza-bicyclo[3.2.1]oct-2-ene). Yield: 100.0%. As a reaction SMILES: C(OC([N:8]1[CH:13]2[CH2:14][CH2:15][CH:9]1[CH2:10][C:11](O)([C:16]1[CH:25]=[CH:24][C:23]3[C:18](=[CH:19][CH:20]=[CH:21][CH:22]=3)[CH:17]=1)[CH2:12]2)=O)(C)(C)C.C(O)(C(F)(F)F)=O>C(Cl)Cl>[CH:17]1[C:18]2[C:23](=[CH:22][CH:21]=[CH:20][CH:19]=2)[CH:24]=[CH:25][C:16]=1[C:11]1[CH2:12][CH:13]2[NH:8][CH:9]([CH2:15][CH2:14]2)[CH:10]=1. Reported procedure: 3-Hydroxy-3-naphthalen-2-yl-8-aza-bicyclo[3.2.1]octane-8-carboxylic acid tert-butyl ester (6.80 g, 19.3 mmol) and 10 mL TFA are stirred at 23° C. in 80 mL of CH2Cl2 for 2.5 h. The volatiles are removed and the residue partitioned between 100 mL of saturated NaHCO3 and 100 mL EtOAc. The aqueous layer is extracted with 2×50 mL EtOAc, and the combined organics are washed with 3×50 mL H2O, 1×50 mL brine, dried over MgSO4, filtered, and stripped to give 4.50 g (19.1 mmol, a 100% yield) of the title c... The reactants are CO (Methanol), COC1=NC=CC=C1NC1=NC(=C(C(=N1)N[C@H]1CN(CCC1)C(=O)OC(C)(C)C)C)N1CCOCC1 ((R)-tert-butyl 3-(2-(2-methoxypyridin-3-ylamino)-5-methyl-6-morpholinopyrimidin-4-ylamino)piperidine-1-carboxylate), solution, Cl (hydrogen chloride), Cl (hydrogen chloride). Run in O1CCOCC1 (1,4-dioxane), O1CCOCC1 (1,4-dioxane). Conditions: temperature 40 celsius, time 3 hour. The product is CC=1C(=NC(=NC1N[C@H]1CNCCC1)NC=1C(NC=CC1)=O)N1CCOCC1 ((R)-3-(5-Methyl-4-morpholino-6-(piperidin-3-ylamino)pyrimidin-2-ylamino) pyridin-2(1H)-one). Yield: 50.7%. As a reaction SMILES: CO.C[O:4][C:5]1[C:10]([NH:11][C:12]2[N:17]=[C:16]([NH:18][C@@H:19]3[CH2:24][CH2:23][CH2:22][N:21](C(OC(C)(C)C)=O)[CH2:20]3)[C:15]([CH3:32])=[C:14]([N:33]3[CH2:38][CH2:37][O:36][CH2:35][CH2:34]3)[N:13]=2)=[CH:9][CH:8]=[CH:7][N:6]=1.Cl>O1CCOCC1>[CH3:32][C:15]1[C:14]([N:33]2[CH2:38][CH2:37][O:36][CH2:35][CH2:34]2)=[N:13][C:12]([NH:11][C:10]2[C:5](=[O:4])[NH:6][CH:7]=[CH:8][CH:9]=2)=[N:17][C:16]=1[NH:18][C@@H:19]1[CH2:24][CH2:23][CH2:22][NH:21][CH2:20]1. Procedure details: Methanol was added to a stirred mixture of (R)-tert-butyl 3-(2-(2-methoxypyridin-3-ylamino)-5-methyl-6-morpholinopyrimidin-4-ylamino)piperidine-1-carboxylate (Preparation 26a, 0.212 g, 0.42 mmol) and 4N solution of hydrogen chloride in 1,4-dioxane (4 mL) in a sealed tube at ambient temperature until a clear solution was formed. After stirring for an additional 3 hours, further 4N hydrogen chloride solution in 1,4-dioxane (3 mL) was added and the resulting mixture was stirred and heated at 40° C.... Reactants: C(C)(C)[N-]C(C)C.[Li+] (Lithium diisopropylamide), CC(CC(=O)OCC)(C)C (ethyl 3,3-dimethylbutyrate), FC1=CC=C(C(=O)C2=CC=C(C=C2)F)C=C1 (4,4'-difluorobenzophenone). The solvent is O1CCCC1 (tetrahydrofuran). Run at temperature -50 celsius, time 30 minute. The product is FC1=CC=C(C=C1)C(C(C(=O)OCC)C(C)(C)C)(O)C1=CC=C(C=C1)F (Ethyl 3,3-bis(4-fluorophenyl)-3-hydroxy-2-(1,1-dimethylethyl)-propionate). Isolated yield 627.7%. As a reaction SMILES: C([N-]C(C)C)(C)C.[Li+].[CH3:9][C:10]([CH3:18])([CH3:17])[CH2:11][C:12]([O:14][CH2:15][CH3:16])=[O:13].[F:19][C:20]1[CH:34]=[CH:33][C:23]([C:24]([C:26]2[CH:31]=[CH:30][C:29]([F:32])=[CH:28][CH:27]=2)=[O:25])=[CH:22][CH:21]=1>O1CCCC1>[F:19][C:20]1[CH:34]=[CH:33][C:23]([C:24]([C:26]2[CH:31]=[CH:30][C:29]([F:32])=[CH:28][CH:27]=2)([OH:25])[CH:11]([C:10]([CH3:18])([CH3:17])[CH3:9])[C:12]([O:14][CH2:15][CH3:16])=[O:13])=[CH:22][CH:21]=1 |f:0.1|. Procedure: Lithium diisopropylamide (21.7 mL of 1.8M solution, 40 mmol) was added to a solution of ethyl 3,3-dimethylbutyrate (5.76 g, 40 mmol) in 40 mL of tetrahydrofuran at -35° C. After stirring for 30 minutes and further cooling to -50° C., 4,4'-difluorobenzophenone (4.36 g, 2 mmol) was added. The reaction was stirred for 2 hours at -50° and for 2 hours at -20° C. The mixture was quenched with 2N hydrochloric acid and extracted with diethyl ether. The extracts were dried and concentrated in vacuo. The ... The reactants are CN1CC2=C(C(C1)O)SC=C2 (5-methyl-4,5,6,7-tetrahydrothieno[3,2-c]pyridin-7-ol), FC1=CC(=CC=C1)[N+](=O)[O-] (1-fluoro-3-nitro benzene). Product: CN1CC2=C(C(C1)OC1=CC(=CC=C1)[N+](=O)[O-])SC=C2 (5-Methyl-7-(3-nitrophenyloxy)-4,5,6,7-tetrahydrothieno[3,2-c]pyridine). Reaction SMILES: [CH3:1][N:2]1[CH2:7][CH:6]([OH:8])[C:5]2[S:9][CH:10]=[CH:11][C:4]=2[CH2:3]1.F[C:13]1[CH:18]=[CH:17][CH:16]=[C:15]([N+:19]([O-:21])=[O:20])[CH:14]=1>>[CH3:1][N:2]1[CH2:7][CH:6]([O:8][C:13]2[CH:18]=[CH:17][CH:16]=[C:15]([N+:19]([O-:21])=[O:20])[CH:14]=2)[C:5]2[S:9][CH:10]=[CH:11][C:4]=2[CH2:3]1. Procedure details: The same method as in Example 1 was conducted using 5-methyl-4,5,6,7-tetrahydrothieno[3,2-c]pyridin-7-ol (Reference Example 14) instead of 6-methyl-4,5,6,7-tetrahydrothieno[2,3-c]pyridin-4-ol (Reference Example 6) and 1-fluoro-3-nitro benzene instead of 1-fluoronaphthalene to give the objective compound. Starting materials: C(C)(=O)C1=C(C(=CC(=C1)C)C)NC(=O)C=1SC=CC1S(=O)(=O)NC1=C(C(=NO1)C)Cl (N-(2-acetyl-4,6-dimethylphenyl)-3-(((4-chloro-3-methyl-5-isoxazolyl)amino)sulfonyl)-2-thiophenecarboxamide), NC1=C(C=C(C=C1C)C)C(=O)C1CC1 (cyclopropyl 2-amino-3,5-dimethylphenyl ketone). Product: ClC=1C(=NOC1NS(=O)(=O)C1=C(SC=C1)C(=O)NC1=C(C=C(C=C1C)C)C(=O)C1CC1)C (3-(((4-Chloro-3-methyl-5-isoxazolyl)amino)sulfonyl)-N-(2-(cyclopropylcarbonyl)-4,6-dimethylphenyl)-2-thiophenecarboxamide). Reaction SMILES: [C:1]([C:4]1[CH:9]=[C:8]([CH3:10])[CH:7]=[C:6]([CH3:11])[C:5]=1[NH:12][C:13]([C:15]1[S:16][CH:17]=[CH:18][C:19]=1[S:20]([NH:23][C:24]1[O:28][N:27]=[C:26]([CH3:29])[C:25]=1[Cl:30])(=[O:22])=[O:21])=[O:14])(=[O:3])[CH3:2].N[C:32]1C(C)=CC(C)=C[C:33]=1C(C1CC1)=O>>[Cl:30][C:25]1[C:26]([CH3:29])=[N:27][O:28][C:24]=1[NH:23][S:20]([C:19]1[CH:18]=[CH:17][S:16][C:15]=1[C:13]([NH:12][C:5]1[C:6]([CH3:11])=[CH:7][C:8]([CH3:10])=[CH:9][C:4]=1[C:1]([CH:2]1[CH2:33][CH2:32]1)=[O:3])=[O:14])(=[O:21])=[O:22]. Reported procedure: 3-(((4-Chloro-3-methyl-5-isoxazolyl)amino)sulfonyl)-N-(2-(cyclopropylcarbonyl)-4,6-dimethylphenyl)-2-thiophenecarboxamide was synthesized in the same fashion as for N-(2-acetyl-4,6-dimethylphenyl)-3-(((4-chloro-3-methyl-5-isoxazolyl)amino)sulfonyl)-2-thiophenecarboxamide (Example 39) except that cyclopropyl 2-amino-3,5-dimethylphenyl ketone was used instead of 2′-amino-3′,5′-dimethylacetophenone. Reported procedure: To a solution of 1-chloro-4-methyl-phthalazine (179 mg, 1.00 mmol) and N-bromosuccinimide (187 mg, 1.05 mmol) in CCl4 (4 mL) under argon is added 2,2′-azobisisobutyronitrile (25 mg, 0.15 mmol). The mixture is heated at 90° C. for 2 h. After solvent removal at reduced pressure, the residue is purified on silica gel (25% to 50% ethyl acetate/hexane) to recover 49 mg of 1-chloro-4-methylphthalazine and give 132 mg (51%) of 2 as a light-brown solid, mp 96-98° C. (dec). IR 2861, 1530, 1392, 1285 cm−1... The reactants are ClC1=NN=C(C2=CC=CC=C12)C (1-chloro-4-methyl-phthalazine), BrN1C(CCC1=O)=O (N-bromosuccinimide), N(=NC(C#N)(C)C)C(C#N)(C)C (2,2′-azobisisobutyronitrile). Solvent: C(Cl)(Cl)(Cl)Cl (CCl4). The yield is 51.3%. Reaction SMILES: [Cl:1][C:2]1[C:11]2[C:6](=[CH:7][CH:8]=[CH:9][CH:10]=2)[C:5]([CH3:12])=[N:4][N:3]=1.[Br:13]N1C(=O)CCC1=O.N(C(C)(C)C#N)=NC(C)(C)C#N>C(Cl)(Cl)(Cl)Cl>[Br:13][CH2:12][C:5]1[C:6]2[C:11](=[CH:10][CH:9]=[CH:8][CH:7]=2)[C:2]([Cl:1])=[N:3][N:4]=1. Reaction conditions: temperature 90 celsius. Product: BrCC1=NN=C(C2=CC=CC=C12)Cl (1-Bromomethyl-4-chlorophthalazine).